From a dataset of the Open Reaction Database (ORD), a public repository of structured organic reaction records. describe an organic reaction: reactants, conditions, products, and yield Starting materials: CC(C)(C)OC(=O)Cn1nc(C(F)(F)F)c2c1CCCC2, ClCCl, O=C(O)C(F)(F)F. The product is O=C(O)Cn1nc(C(F)(F)F)c2c1CCCC2. RXN SMILES: [C:1]([CH3:2])([CH3:3])([CH3:4])[O:5][C:6]([CH2:7][n:8]1[n:9][c:10]([C:17]([F:18])([F:19])[F:20])[c:11]2[c:16]1[CH2:15][CH2:14][CH2:13][CH2:12]2)=[O:21].[Cl:22][CH2:23][Cl:24].[F:25][C:26]([F:27])([F:28])[C:29]([OH:30])=[O:31]>>[O:5]=[C:6]([CH2:7][n:8]1[n:9][c:10]([C:17]([F:18])([F:19])[F:20])[c:11]2[c:16]1[CH2:15][CH2:14][CH2:13][CH2:12]2)[OH:21]. Reactants: [Si](C)(C)(C(C)(C)C)OCC1N([C@@H](C=2C1=NNC2)C2CC2)C(=O)OC(C)(C)C ((4R)-tert-butyl 6-((tert-butyldimethylsilyloxy)methyl)-4-cyclopropyl-4,6-dihydropyrrolo[3,4-c]pyrazole-5(2H)-carboxylate), Cl (HCl). Run in O1CCOCC1 (dioxane). Run at time 1 hour. Product: C1(CC1)[C@H]1NC(C2=NNC=C21)CO (((4R)-4-cyclopropyl-2,4,5,6-tetrahydropyrrolo[3,4-c]pyrazol-6-yl)methanol). Reaction SMILES: [Si]([O:8][CH2:9][CH:10]1[C:14]2=[N:15][NH:16][CH:17]=[C:13]2[C@@H:12]([CH:18]2[CH2:20][CH2:19]2)[N:11]1C(OC(C)(C)C)=O)(C(C)(C)C)(C)C.Cl>O1CCOCC1>[CH:18]1([C@@H:12]2[C:13]3[C:14](=[N:15][NH:16][CH:17]=3)[CH:10]([CH2:9][OH:8])[NH:11]2)[CH2:20][CH2:19]1. Procedure details: (4R)-tert-butyl 6-((tert-butyldimethylsilyloxy)methyl)-4-cyclopropyl-4,6-dihydropyrrolo[3,4-c]pyrazole-5(2H)-carboxylate (35) (1.38 g, 3.51 mmol) was covered with HCl in dioxane (4 N, 5 mL).). The reaction mixture was stirred at rt for 1 hr after which it was concentrated under vacuum to give ((4R)-4-cyclopropyl-2,4,5,6-tetrahydropyrrolo[3,4-c]pyrazol-6-yl)methanol (36). Retention time (min)=0.203, method [1], MS (m/z) 180.2 (M+H)+. The reactants are O=C1Cc2ccc(F)cc2N1, O=Cc1[nH]cc2c1CCOC2=O. The product is O=C1Nc2cc(F)ccc2C1=Cc1[nH]cc2c1CCOC2=O. RXN SMILES: [F:1][c:2]1[cH:3][cH:4][c:5]2[c:9]([cH:10]1)[NH:8][C:7](=[O:11])[CH2:6]2.[O:12]=[C:13]1[O:14][CH2:15][CH2:16][c:17]2[c:18]1[cH:19][nH:20][c:21]2[CH:22]=[O:23]>>[F:1][c:2]1[cH:3][cH:4][c:5]2[c:9]([cH:10]1)[NH:8][C:7](=[O:11])[C:6]2=[CH:22][c:21]1[c:17]2[c:18]([cH:19][nH:20]1)[C:13](=[O:12])[O:14][CH2:15][CH2:16]2. RXN SMILES: [Br:5][c:6]1[cH:7][n:8][c:9]([N:12]2[CH2:13][CH:14]([NH:17][CH2:18][c:19]3[c:20]([Cl:26])[cH:21][c:22]([Cl:25])[cH:23][cH:24]3)[CH2:15][CH2:16]2)[n:10][cH:11]1.[CH2:27]1[O:28][CH2:29][CH2:30][CH2:31]1.[CH3:1][Al:2]([CH3:3])[CH3:4].[cH:32]1[cH:33][cH:34][c:35]([P:36]([Pd:37]([P:38]([c:39]2[cH:40][cH:41][cH:42][cH:43][cH:44]2)([c:45]2[cH:46][cH:47][cH:48][cH:49][cH:50]2)[c:51]2[cH:52][cH:53][cH:54][cH:55][cH:56]2)([P:57]([c:58]2[cH:59][cH:60][cH:61][cH:62][cH:63]2)([c:64]2[cH:65][cH:66][cH:67][cH:68][cH:69]2)[c:70]2[cH:71][cH:72][cH:73][cH:74][cH:75]2)[P:76]([c:77]2[cH:78][cH:79][cH:80][cH:81][cH:82]2)([c:83]2[cH:84][cH:85][cH:86][cH:87][cH:88]2)[c:89]2[cH:90][cH:91][cH:92][cH:93][cH:94]2)([c:95]2[cH:96][cH:97][cH:98][cH:99][cH:100]2)[c:101]2[cH:102][cH:103][cH:104][cH:105][cH:106]2)[cH:107][cH:108]1>>[CH3:1][c:6]1[cH:7][n:8][c:9]([N:12]2[CH2:13][CH:14]([NH:17][CH2:18][c:19]3[c:20]([Cl:26])[cH:21][c:22]([Cl:25])[cH:23][cH:24]3)[CH2:15][CH2:16]2)[n:10][cH:11]1. Starting materials: Clc1ccc(CNC2CCN(c3ncc(Br)cn3)C2)c(Cl)c1, C1CCOC1, C[Al](C)C, c1ccc(P(c2ccccc2)(c2ccccc2)[Pd](P(c2ccccc2)(c2ccccc2)c2ccccc2)(P(c2ccccc2)(c2ccccc2)c2ccccc2)P(c2ccccc2)(c2ccccc2)c2ccccc2)cc1. The product is Cc1cnc(N2CCC(NCc3ccc(Cl)cc3Cl)C2)nc1. Reactants: C(C)(C)(C)OC([C@@H]1NCCC1)=O (D-Proline tert-butyl ester), C(C\C=C\CC(=O)O)(=O)O (trans-3-hexenedioic acid), CCO (EtOH). Run in CCOC(=O)C (EtOAc). The product is C(C)(C)(C)OC(=O)[C@@H]1N(CCC1)C(C\C=C\CC(=O)N1[C@H](CCC1)C(=O)OC(C)(C)C)=O ((E)-(R)-1-[6-[(R)-2-tert-Butoxycarbonyl-pyrrolidin-1-yl)-6-oxo-hex-3-enoyl]-pyrrolidine-2-carboxylic acid tert-butyl ester). The yield is 77.0%. Reaction SMILES: [C:1]([O:5][C:6](=[O:12])[C@H:7]1[CH2:11][CH2:10][CH2:9][NH:8]1)([CH3:4])([CH3:3])[CH3:2].[C:13]([OH:22])(=O)[CH2:14]/[CH:15]=[CH:16]/[CH2:17][C:18]([OH:20])=O.[CH3:23][CH2:24][OH:25]>CCOC(C)=O>[C:1]([O:5][C:6]([C@H:7]1[CH2:11][CH2:10][CH2:9][N:8]1[C:18](=[O:20])[CH2:17]/[CH:16]=[CH:15]/[CH2:14][C:13]([N:8]1[CH2:7][CH2:11][CH2:10][C@@H:23]1[C:24]([O:5][C:1]([CH3:4])([CH3:3])[CH3:2])=[O:25])=[O:22])=[O:12])([CH3:4])([CH3:2])[CH3:3]. Reported procedure: Using General Procedure A with 1.5 g (8.76 mmol) D-Proline tert-butyl ester and 630 mg (4.37 mmol) trans-3-hexenedioic acid afforded, after flash chromatography (10% EtOH in EtOAc), 1.59 g (77%) of the title compound as a white crystalline solid. MS m/e (%): 568 (M+NH4+, 35), 451 (M+H+, 100), 395 ([M+H−C3H8]+, 32), 339 ([M+H−2C3H8]+, 40). Reactants: II (Iodine), O[PH2]=O (H3PO2), aqueous solution, ClC=1C=CC=2N(N1)C(=CN2)C(C(F)(F)F)(O)C=2C=C1C=CC=NC1=CC2 ((rac)-1-(6-chloro-imidazo[1,2-b]pyridazin-3-yl)-2,2,2-trifluoro-1-(quinolin-6-yl)ethanol). Solvent: C(C)(=O)O (acetic acid). Conditions: temperature 150 celsius. Yields the product C(=O)(C(F)(F)F)O (TFA), ClC=1C=CC=2N(N1)C(=CN2)C(C(F)(F)F)C=2C=C1C=CC=NC1=CC2 ((rac)-6-[1-(6-Chloro-imidazo[1,2-b]pyridazin-3-yl)-2,2,2-trifluoro-ethyl]-quinoline). RXN SMILES: II.[OH:3][PH2]=O.[Cl:6][C:7]1[CH:8]=[CH:9][C:10]2[N:11]([C:13]([C:16]([C:22]3[CH:23]=[C:24]4[C:29](=[CH:30][CH:31]=3)[N:28]=[CH:27][CH:26]=[CH:25]4)([OH:21])[C:17]([F:20])([F:19])[F:18])=[CH:14][N:15]=2)[N:12]=1>C(O)(=O)C>[C:16]([OH:21])([C:17]([F:20])([F:19])[F:18])=[O:3].[Cl:6][C:7]1[CH:8]=[CH:9][C:10]2[N:11]([C:13]([CH:16]([C:22]3[CH:23]=[C:24]4[C:29](=[CH:30][CH:31]=3)[N:28]=[CH:27][CH:26]=[CH:25]4)[C:17]([F:18])([F:19])[F:20])=[CH:14][N:15]=2)[N:12]=1. Procedure: Iodine (105 mg, 0.412 mmol) and H3PO2 (0.225 mL of a 50% aqueous solution, 2.059 mmol) were added to a solution of (rac)-1-(6-chloro-imidazo[1,2-b]pyridazin-3-yl)-2,2,2-trifluoro-1-(quinolin-6-yl)ethanol (Stage 274.1, 52 mg, 0.137 mmol) in acetic acid (1.4 mL). The RM was heated at 150° C. for 45 min under microwave irradiations. The solvent was removed. The residue was taken up with EtOAc and extracted with 1N HCl twice. The combined aqueous layers was basified to pH 14 with NaOH pellets. It wa... The solvent is CO (methanol), CO (MeOH). Run at temperature 20 celsius. Product: C(C)OC(C1=CC=C(C=C1)CNC)OCC (1-[4-(Diethoxymethyl)phenyl]-N-methyl-methanamine). As a reaction SMILES: [CH3:1][NH2:2].[CH2:3]([O:5][CH:6]([O:15][CH2:16][CH3:17])[C:7]1[CH:14]=[CH:13][C:10]([CH:11]=O)=[CH:9][CH:8]=1)[CH3:4].[BH4-].[Na+].[OH-].[Na+]>CO>[CH2:3]([O:5][CH:6]([O:15][CH2:16][CH3:17])[C:7]1[CH:14]=[CH:13][C:10]([CH2:11][NH:2][CH3:1])=[CH:9][CH:8]=1)[CH3:4] |f:2.3,4.5|. Starting materials: CN (methylamine), [OH-].[Na+] (NaOH), C(C)OC(C1=CC=C(C=O)C=C1)OCC (4-(Diethoxymethyl)benzaldehyde), [BH4-].[Na+] (Sodium borohydride). Isolated yield 96.0%. Reported procedure: 2M methylamine in MeOH (288.1 mL, 576.2 mmol) was diluted with methanol (1.000 L) and stirred at ˜20° C. 4-(Diethoxymethyl)benzaldehyde (100 g, 480.2 mmol) was added dropwise over 1 minute and the reaction stirred at ambient temperature for 1.25 hours. Sodium borohydride (29.07 g, 30.76 mL, 768.3 mmol) was added portionwise over 20 minutes while maintaining the temperature between 20 and 30° C. with an ice-water bath. The reaction solution was stirred at ambient temperature overnight then quench... Starting materials: NC=1C(=C(C(=CC1)F)C(=O)C1=CNC2=NC=C(C=C21)Cl)F ((3-Amino-2,6-difluoro-phenyl)-(5-chloro-1H-pyrrolo[2, 3-b]pyridin-3-yl)-methanone), FC=1C=C(C=C(C1)F)S(=O)(=O)Cl (3,5-difluorobenzenesulfonyl chloride), N1=CC=CC=C1 (pyridine). Solvent: O1CCCC1 (tetrahydrofuran). Run at temperature 130 celsius. Yields the product ClC=1C=C2C(=NC1)NC=C2C(=O)C=2C(=C(C=CC2F)NS(=O)(=O)C2=CC(=CC(=C2)F)F)F (N-[3-(5-chloro-1H-pyrrolo[2,3-b]pyridine-3-carbonyl)-2,4-difluoro-phenyl]-3,5-difluorobenzenesulfonamide). Reaction SMILES: [NH2:1][C:2]1[C:3]([F:21])=[C:4]([C:9]([C:11]2[C:19]3[C:14](=[N:15][CH:16]=[C:17]([Cl:20])[CH:18]=3)[NH:13][CH:12]=2)=[O:10])[C:5]([F:8])=[CH:6][CH:7]=1.[F:22][C:23]1[CH:24]=[C:25]([S:30](Cl)(=[O:32])=[O:31])[CH:26]=[C:27]([F:29])[CH:28]=1.N1C=CC=CC=1>O1CCCC1>[Cl:20][C:17]1[CH:18]=[C:19]2[C:11]([C:9]([C:4]3[C:3]([F:21])=[C:2]([NH:1][S:30]([C:25]4[CH:24]=[C:23]([F:22])[CH:28]=[C:27]([F:29])[CH:26]=4)(=[O:32])=[O:31])[CH:7]=[CH:6][C:5]=3[F:8])=[O:10])=[CH:12][NH:13][C:14]2=[N:15][CH:16]=1. Procedure: Into a microwave reaction vessel were combined (3-amino-2,6-difluoro-phenyl)-(5-chloro-1H-pyrrolo[2,3-b]pyridin-3-yl)-methanone (56, 50 mg, 0.16 mmol), 3,5-difluorobenzenesulfonyl chloride (57, 103 mg, 0.49 mmol), pyridine (0.5 mL, 6.1820 mol) and tetrahydrofuran (3.0 mL). The reaction was warmed in the CEM microwave at 300 watts, 130° C. for 10 minutes. The reaction mixture was partitioned between ethyl acetate and brine. The organic layer was collected, dried over Na2SO4, filtered and concentr... The product is N1(C=NC=C1)C1=CC=CC(=N1)C1=C(N=C(S1)N)C (5-(6-imidazol-1-yl-pyridin-2-yl)-4-methyl-thiazol-2-ylamine). As a reaction SMILES: Cl.[N:2]1([C:7]2[N:12]=[C:11]([C:13]3[S:17][C:16]([NH:18]C(=O)C)=[N:15][C:14]=3[CH3:22])[CH:10]=[CH:9][CH:8]=2)[CH:6]=[CH:5][N:4]=[CH:3]1>C(O)C>[N:2]1([C:7]2[N:12]=[C:11]([C:13]3[S:17][C:16]([NH2:18])=[N:15][C:14]=3[CH3:22])[CH:10]=[CH:9][CH:8]=2)[CH:6]=[CH:5][N:4]=[CH:3]1. The solvent is C(C)O (ethanol). Starting materials: Cl (HCl), N1(C=NC=C1)C1=CC=CC(=N1)C1=C(N=C(S1)NC(C)=O)C (N-[5-(6-imidazol-1-yl-pyridin-2-yl)-4-methyl-thiazol-2-yl]-acetamide). Reported procedure: Conc. HCl (0.3 ml) is added to a suspension of N-[5-(6-imidazol-1-yl-pyridin-2-yl)-4-methyl-thiazol-2-yl]-acetamide (30 mg) in ethanol (2 ml) at room temperature. The mixture is heated at reflux for 7 hours. Following cooing the mixture is partitioned between saturated aqueous NaHCO3 and CH2Cl2 containing 10% methanol and extracted a further 4×CH2Cl2 containing 10% methanol. Evaporation of the organic layers gives the title compound as a beige solid. 1H nmr (d4-methanol, 400 MHz) 8.50 (s, 1H), 7...